The task is: describe an organic reaction: reactants, conditions, products, and yield. This data is from the Open Reaction Database (ORD), a public repository of structured organic reaction records. Starting materials: ClC1=C(COC=2C=CC=C3C=CC(=NC23)C)C(=CC=C1N(C)C(CN1C(C=2C(C1=O)=CC=CC2)=O)=O)Cl (8-[2,6-dichloro-3-[N-(phthalimido-acetyl)-N-methylamino]benzyloxy)-2-methylquinoline), O.NN (hydrazine monohydrate). Run in C(C)O (ethanol). Yields the product NCC(=O)N(C)C=1C(=C(COC=2C=CC=C3C=CC(=NC23)C)C(=CC1)Cl)Cl (8-[3-(N-glycyl-N-methylamino)-2,6-dichlorobenzyloxy)-2-methylquinoline). The yield is 99.3%. RXN SMILES: [Cl:1][C:2]1[C:20]([N:21]([C:23](=[O:36])[CH2:24][N:25]2C(=O)C3=CC=CC=C3C2=O)[CH3:22])=[CH:19][CH:18]=[C:17]([Cl:37])[C:3]=1[CH2:4][O:5][C:6]1[CH:7]=[CH:8][CH:9]=[C:10]2[C:15]=1[N:14]=[C:13]([CH3:16])[CH:12]=[CH:11]2.O.NN>C(O)C>[NH2:25][CH2:24][C:23]([N:21]([C:20]1[C:2]([Cl:1])=[C:3]([C:17]([Cl:37])=[CH:18][CH:19]=1)[CH2:4][O:5][C:6]1[CH:7]=[CH:8][CH:9]=[C:10]2[C:15]=1[N:14]=[C:13]([CH3:16])[CH:12]=[CH:11]2)[CH3:22])=[O:36] |f:1.2|. Procedure details: A mixture of 8-[2,6-dichloro-3-[N-(phthalimido-acetyl)-N-methylamino]benzyloxy)-2-methylquinoline (3.98 g), hydrazine monohydrate (0.72 ml) and ethanol (40 ml) was heated under reflux for 1 hour. The precipitate was removed by vacuum filtration and the filtrate was evaporated in vacuo. The residue was dissolved with dichloromethane and the precipitate was removed by vacuum filtration. The filtrate was evaporated in vacuo to give 8-[3-(N-glycyl-N-methylamino)-2,6-dichlorobenzyloxy)-2-methylquinol... The reactants are C[Si](C#CC(OCC)(OCC)OCC)(C)C (trimethyl(3,3,3-triethoxyprop-1-ynyl)silane), C(=O)([O-])[O-].[K+].[K+] (K2CO3). The solvent is CCCCC (pentane), CO (MeOH). Run at temperature 23 celsius, time 15 hour. Yields the product C(C)OC(C#C)(OCC)OCC (3,3,3-triethoxyprop-1-yne). The yield is 75.4%. RXN SMILES: C[Si](C)(C)[C:3]#[C:4][C:5]([O:12][CH2:13][CH3:14])([O:9][CH2:10][CH3:11])[O:6][CH2:7][CH3:8].C([O-])([O-])=O.[K+].[K+]>CO.CCCCC>[CH2:13]([O:12][C:5]([O:6][CH2:7][CH3:8])([O:9][CH2:10][CH3:11])[C:4]#[CH:3])[CH3:14] |f:1.2.3|. Reported procedure: A solution of trimethyl(3,3,3-triethoxyprop-1-ynyl)silane (25 g, 102 mmol) in MeOH (400 mL) was treated with K2CO3 (14 g, 102 mmol). The reaction was stirred at 23° C. After 15 hours, the reaction was diluted with pentane (500 mL). The pentane layer was separated, and the MeOH layer was extracted with pentane (2×250 mL). The combined pentane layers were washed with water (200 mL), dried over MgSO4, and concentrated (at 220 torr on rotary evaporator). The crude product was filtered through a sili...